Dataset: the Open Reaction Database (ORD), a public repository of structured organic reaction records. Task: describe an organic reaction: reactants, conditions, products, and yield The reactants are CCOC1=CC2=C(C=C1)N([C@@H]3[C@]2(CCN3C)C)C (eserethole), CN1C(C(C2=CC(=CC=C12)O)C)=O ((±) 1,3-Dimethyl-5-hydroxy-oxindole), CN1C(C(C2=CC(=CC=C12)O)C)=O (1,3-dimethyl-5-hydroxy-oxindole). Product: CN1C(C(C2=CC(=CC=C12)OC(C)=O)C)=O ((±) 1,3-Dimethyl-5-acetoxy-oxindole). RXN SMILES: [CH3:1][CH2:2][O:3]C1C=CC2N(C)[C@H]3N(C)CC[C@@]3(C)C=2C=1.[CH3:19][N:20]1[C:28]2[C:23](=[CH:24][C:25]([OH:29])=[CH:26][CH:27]=2)[CH:22]([CH3:30])[C:21]1=[O:31]>>[CH3:19][N:20]1[C:28]2[C:23](=[CH:24][C:25]([O:29][C:2](=[O:3])[CH3:1])=[CH:26][CH:27]=2)[CH:22]([CH3:30])[C:21]1=[O:31]. Procedure: A process for the preparation of eserethole of formula ##STR7## which comprises the steps of: a) acylating the compound II 1,3-dimethyl-5-hydroxy-oxindole to obtain 1,3-dimethyl-5-acyloxy-oxindole (III); Reactants: ice water, N1N=NC=C1 (1H-1,2,3-triazole), BrCCN1C(C=2C(C1=O)=CC=CC2)=O (N-(2-bromoethyl)phthalimide), C([O-])([O-])=O.[Cs+].[Cs+] (cesium carbonate). Run in CN(C)C=O (DMF). Reaction conditions: temperature 15 celsius, time 8 hour. Product: N1(N=NC=C1)CCN1C(C2=CC=CC=C2C1=O)=O (2-(2-[1,2,3]Triazol-1-yl-ethyl)-isoindole-1,3-dione). As a reaction SMILES: [NH:1]1[CH:5]=[CH:4][N:3]=[N:2]1.Br[CH2:7][CH2:8][N:9]1[C:13](=[O:14])[C:12]2=[CH:15][CH:16]=[CH:17][CH:18]=[C:11]2[C:10]1=[O:19].C(=O)([O-])[O-].[Cs+].[Cs+]>CN(C=O)C>[N:1]1([CH2:7][CH2:8][N:9]2[C:10](=[O:19])[C:11]3[C:12](=[CH:15][CH:16]=[CH:17][CH:18]=3)[C:13]2=[O:14])[CH:5]=[CH:4][N:3]=[N:2]1 |f:2.3.4|. Procedure details: Add 1H-1,2,3-triazole (250 g; 3.51 mol), N-(2-bromoethyl)phthalimide (942 g; 3.52 mol) and 1500 mL of DMF to a 5-L roundbottom flask fitted with a mechanical stirrer, nitrogen inlet and temperature probe. Cool the mixture to 15° C. Stir the mixture until all of the solids are nearly dissolved and then cool in an ice-water bath. Add cesium carbonate (1145 g; 3.51 mol) in portions over 10 min. The reaction mixture exotherms to 21° C. Allow the mixture to stir and come to RT overnight. Pour the rea... Starting materials: [BH4-], CCCCCCCN(CC)C(=O)CCCCC(=O)O, CO, CC(C)(C)O, [Na+]. Product: CCCCCCCN(CC)C(=O)CCCCCO. As a reaction SMILES: [BH4-:20].[CH2:1]([CH2:2][CH2:3][CH2:4][CH2:5][CH2:6][CH3:7])[N:8]([C:9]([CH2:10][CH2:11][CH2:12][CH2:13][C:14](=[O:15])[OH:16])=[O:17])[CH2:18][CH3:19].[CH3:22][OH:23].[CH3:24][C:25]([OH:26])([CH3:27])[CH3:28].[Na+:21]>>[CH2:1]([CH2:2][CH2:3][CH2:4][CH2:5][CH2:6][CH3:7])[N:8]([C:9]([CH2:10][CH2:11][CH2:12][CH2:13][CH2:14][OH:15])=[O:17])[CH2:18][CH3:19]. Starting materials: C(C)OC1=CC=C(CCl)C=C1 (4-ethoxybenzyl chloride), S(=O)(Cl)Cl (thionyl chloride), C(CCC)OC1=CC=C(CO)C=C1 (4-butoxybenzyl alcohol). The solvent is C(Cl)Cl (CH2Cl2). The product is C(CCC)OC1=CC=C(CCl)C=C1 (4-Butoxybenzyl Chloride). As a reaction SMILES: [CH2:1]([O:3][C:4]1[CH:11]=[CH:10][C:7]([CH2:8][Cl:9])=[CH:6][CH:5]=1)[CH3:2].S(Cl)(Cl)=O.[CH2:16](OC1C=CC(CO)=CC=1)[CH2:17]CC>C(Cl)Cl>[CH2:1]([O:3][C:4]1[CH:11]=[CH:10][C:7]([CH2:8][Cl:9])=[CH:6][CH:5]=1)[CH2:2][CH2:16][CH3:17]. Procedure details: Was synthesized following the same general procedure as that for the preparation of 4-ethoxybenzyl chloride; thionyl chloride (7.42 g, 69.2 mmol), 4-butoxybenzyl alcohol (9.45 g, 52.4 mmol), CH2Cl2 (145 mL). Starting materials: C(C1=CC=CC=C1)N1C(CCCC1)=O (N-benzyl-2-piperidone), C1CCOC1 (THF), C1(=CC=CC=C1)[Se]Cl (phenylselenyl chloride), CN(C)P(=O)(N(C)C)N(C)C (HMPA), C1CCOC1 (THF), [Li+].CC(C)[N-]C(C)C (LDA). Run at temperature -78 celsius, time 10 minute. Product: C(C1=CC=CC=C1)N1C(C(CCC1)(C1=CC=CC=C1)[SeH])=O (N-benzyl-3-phenylselenyl-2-piperidone). The yield is 69.0%. RXN SMILES: [CH2:1]([N:8]1[CH2:13][CH2:12][CH2:11][CH2:10][C:9]1=[O:14])[C:2]1[CH:7]=[CH:6][CH:5]=[CH:4][CH:3]=1.[Li+].CC([N-][CH:20]([CH3:22])[CH3:21])C.C1([Se:29]Cl)C=CC=CC=1.CN(P(N(C)C)(N(C)C)=O)C.[CH2:42]1[CH2:46]OC[CH2:43]1>>[CH2:1]([N:8]1[CH2:13][CH2:12][CH2:11][C:10]([SeH:29])([C:21]2[CH:20]=[CH:22][CH:46]=[CH:42][CH:43]=2)[C:9]1=[O:14])[C:2]1[CH:7]=[CH:6][CH:5]=[CH:4][CH:3]=1 |f:1.2|. Reported procedure: General experimental procedure for the preparation of 300 FIG. 10, Scheme D: Reaction conditions: (a) 1. NaH, THF, 0° C. to RT; 2. RCl; (b) 1. LDA, THF, −78° C.; 2. PhSeCl, HMPA, THF, −78° C. to RT; (c) MCPBA, CH2Cl2, 0° C. to RT. Typical experimental procedure for the preparation of 5-described for the case in which n=2 and R=Bn: Sodium hydride dispersion in oil (60%, 2.08 g, 52.0 mmol) was washed with anhydrous hexane (3×10 mL) under argon atmosphere, resuspended in dry THF (50 mL), and cooled... Reactants: COC=1C=C2CCCC(C2=CC1)=O (6-methoxy-1-tetralone), O.C(C=O)(=O)O (glyoxylic acid monohydrate). The solvent is CCOC(=O)C (EtOAc). Reaction conditions: temperature 120 celsius. Product: OC(C(=O)O)C1C(C2=CC=C(C=C2CC1)OC)=O (hydroxyl-(6-methoxy-1-oxo-1,2,3,4-tetrahydro-naphthalen-2-yl)-acetic acid). Isolated yield 29.8%. As a reaction SMILES: [CH3:1][O:2][C:3]1[CH:4]=[C:5]2[C:10](=[CH:11][CH:12]=1)[C:9](=[O:13])[CH2:8][CH2:7][CH2:6]2.O.[C:15]([OH:19])(=[O:18])[CH:16]=[O:17]>CCOC(C)=O>[OH:17][CH:16]([CH:8]1[CH2:7][CH2:6][C:5]2[C:10](=[CH:11][CH:12]=[C:3]([O:2][CH3:1])[CH:4]=2)[C:9]1=[O:13])[C:15]([OH:19])=[O:18] |f:1.2|. Procedure: A mixture of 6-methoxy-1-tetralone (20 g, 114 mmol) and glyoxylic acid monohydrate (10.5 g, 114 mmol) was heated at 120° C. in a melt for 5 min. After slight cooling, EtOAc (100 mL) was carefully added. The solid which precipitated was collected to afford 8.5 g (30%) of hydroxyl-(6-methoxy-1-oxo-1,2,3,4-tetrahydro-naphthalen-2-yl)-acetic acid; Mp 212-214° C., MS m/z 251 (M+H). Yields the product COc1ccccc1COCCCCCCN(C)C, Cl. As a reaction SMILES: [CH3:14][O:15][c:16]1[c:17]([CH2:18][Cl:19])[cH:20][cH:21][cH:22][cH:23]1.[CH3:1][N:2]([CH2:3][CH2:4][CH2:5][CH2:6][CH2:7][CH2:8][OH:9])[CH3:10].[CH3:29][N:30]([CH3:31])[CH:32]=[O:33].[H-:11].[Na+:12].[O:24]1[CH2:25][CH2:26][CH2:27][CH2:28]1.[OH2:13]>>[CH3:1][N:2]([CH2:3][CH2:4][CH2:5][CH2:6][CH2:7][CH2:8][O:9][CH2:18][c:17]1[c:16]([O:15][CH3:14])[cH:23][cH:22][cH:21][cH:20]1)[CH3:10].[ClH:19]. Reactants: COc1ccccc1CCl, CN(C)CCCCCCO, CN(C)C=O, [H-], [Na+], C1CCOC1, O.